Dataset: the Open Reaction Database (ORD), a public repository of structured organic reaction records. Task: describe an organic reaction: reactants, conditions, products, and yield The reactants are C1(CCCCC1)C(C(=O)OCC1CCN(CC1)CCCCCCCCCC1OCCO1)(C1=CC=CC=C1)O ((1-(9-(1,3-Dioxolan-2-yl)nonyl)piperidin-4-yl)methyl 2-cyclohexyl-2-hydroxy-2-phenylacetate), Cl (hydrochloric acid). The solvent is C1CCOC1 (THF), C(C)(=O)OCC (ethyl acetate). Conditions: time 3 hour. Yields the product C1(CCCCC1)C(C(=O)OCC1CCN(CC1)CCCCCCCCCC=O)(C1=CC=CC=C1)O ((1-(10-Oxodecyl)piperidin-4-yl)methyl 2-cyclohexyl-2-hydroxy-2-phenylacetate). As a reaction SMILES: [CH:1]1([C:7]([OH:38])([C:32]2[CH:37]=[CH:36][CH:35]=[CH:34][CH:33]=2)[C:8]([O:10][CH2:11][CH:12]2[CH2:17][CH2:16][N:15]([CH2:18][CH2:19][CH2:20][CH2:21][CH2:22][CH2:23][CH2:24][CH2:25][CH2:26][CH:27]3OCC[O:28]3)[CH2:14][CH2:13]2)=[O:9])[CH2:6][CH2:5][CH2:4][CH2:3][CH2:2]1.Cl>C1COCC1.C(OCC)(=O)C>[CH:32]1([C:7]([OH:38])([C:1]2[CH:6]=[CH:5][CH:4]=[CH:3][CH:2]=2)[C:8]([O:10][CH2:11][CH:12]2[CH2:13][CH2:14][N:15]([CH2:18][CH2:19][CH2:20][CH2:21][CH2:22][CH2:23][CH2:24][CH2:25][CH2:26][CH:27]=[O:28])[CH2:16][CH2:17]2)=[O:9])[CH2:37][CH2:36][CH2:35][CH2:34][CH2:33]1. Reported procedure: (1-(9-(1,3-Dioxolan-2-yl)nonyl)piperidin-4-yl)methyl 2-cyclohexyl-2-hydroxy-2-phenylacetate (200 mg, 0.39 mmol) was dissolved in THF (2 mL) and hydrochloric acid (4 mL, 2 M aqueous solution) with stirring at RT. After 3 hours, the reaction mixture was diluted with ethyl acetate and washed with 10% aqueous potassium carbonate solution. The layers were separated and the organic extracts run through a hydrophobic fit. The solvents were removed in vacuo. The title compound was isolated (190 mg, >100...